The task is: describe an organic reaction: reactants, conditions, products, and yield. This data is from the Open Reaction Database (ORD), a public repository of structured organic reaction records. The reactants are COC(=O)C=Cc1ccc2c(c1)C(=O)N(Cc1ccccc1)C1(CCN(C(=O)OC(C)(C)C)CC1)O2, COC(=O)C=Cc1ccc2c(c1)C(=O)CC1(CCNCC1)O2, Cl. Product: COC(=O)C=Cc1ccc2c(c1)C(=O)N(Cc1ccccc1)C1(CCNCC1)O2. As a reaction SMILES: [CH3:1][O:2][C:3]([CH:4]=[CH:5][c:6]1[cH:7][cH:8][c:9]2[c:10]([cH:35]1)[C:11](=[O:34])[N:12]([CH2:27][c:28]1[cH:29][cH:30][cH:31][cH:32][cH:33]1)[C:13]1([O:14]2)[CH2:15][CH2:16][N:17]([C:20]([O:21][C:22]([CH3:23])([CH3:24])[CH3:25])=[O:26])[CH2:18][CH2:19]1)=[O:36].[CH3:38][O:39][C:40](=[O:41])[CH:42]=[CH:43][c:44]1[cH:45][c:46]2[c:47]([cH:48][cH:49]1)[O:50][C:51]1([CH2:52][CH2:53][NH:54][CH2:55][CH2:56]1)[CH2:57][C:58]2=[O:59].[ClH:37]>>[CH3:1][O:2][C:3]([CH:4]=[CH:5][c:6]1[cH:7][cH:8][c:9]2[c:10]([cH:35]1)[C:11](=[O:34])[N:12]([CH2:27][c:28]1[cH:29][cH:30][cH:31][cH:32][cH:33]1)[C:13]1([O:14]2)[CH2:15][CH2:16][NH:17][CH2:18][CH2:19]1)=[O:36]. Procedure: (±)-cis-1-(3,5-dimethylbenzoyl)-2-(phenylmethyl)-4-piperidinamine (1.2 g), 2-chloro-1-(2-thienylmethyl)-1H-benzimidazole (2.24 g) and copper (0.6 g) were stirred at 150° C. for 5 hours. The mixture was taken up in CH2Cl2 and filtered. The filtrate was washed with diluted NH4OH and stirred. The organic layer was separated, dried, filtered and the solvent evaporated. The residue was purified by column chromatography over silica gel (eluent: CH2Cl2 /(CH3OH/NH3) 97/3). The pure fractions were collec... The solvent is C(Cl)Cl (CH2Cl2). As a reaction SMILES: [CH3:1][C:2]1[CH:3]=[C:4]([CH:21]=[C:22]([CH3:24])[CH:23]=1)[C:5]([N:7]1[CH2:12][CH2:11][C@H:10]([NH2:13])[CH2:9][C@@H:8]1[CH2:14][C:15]1[CH:20]=[CH:19][CH:18]=[CH:17][CH:16]=1)=[O:6].Cl[C:26]1[N:30]([CH2:31][C:32]2[S:33][CH:34]=[CH:35][CH:36]=2)[C:29]2[CH:37]=[CH:38][CH:39]=[CH:40][C:28]=2[N:27]=1>C(Cl)Cl.[Cu]>[CH3:24][C:22]1[CH:21]=[C:4]([CH:3]=[C:2]([CH3:1])[CH:23]=1)[C:5]([N:7]1[CH2:12][CH2:11][C@H:10]([NH:13][C:26]2[N:30]([CH2:31][C:32]3[S:33][CH:34]=[CH:35][CH:36]=3)[C:29]3[CH:37]=[CH:38][CH:39]=[CH:40][C:28]=3[N:27]=2)[CH2:9][C@@H:8]1[CH2:14][C:15]1[CH:20]=[CH:19][CH:18]=[CH:17][CH:16]=1)=[O:6]. The reactants are CC=1C=C(C(=O)N2[C@H](C[C@H](CC2)N)CC2=CC=CC=C2)C=C(C1)C ((±)-cis-1-(3,5-dimethylbenzoyl)-2-(phenylmethyl)-4-piperidinamine), ClC1=NC2=C(N1CC=1SC=CC1)C=CC=C2 (2-chloro-1-(2-thienylmethyl)-1H-benzimidazole). Isolated yield 94.0%. Product: CC=1C=C(C(=O)N2[C@H](C[C@H](CC2)NC2=NC3=C(N2CC=2SC=CC2)C=CC=C3)CC3=CC=CC=C3)C=C(C1)C ((±)-cis-1-(3,5-dimethylbenzoyl)-2-(phenylmethyl)-N-[1-(2-thienylmethyl)-1H-benzimidazol-2-yl]-4-piperidinamine). Reagents/catalysts: [Cu] (copper). The reactants are COC(/C(=C(\C1=C(C=C(C(=C1)OCC1=CC=CC=C1)C)Br)/N=C=O)/OCC1=CC=CC=C1)=O ((Z)-3-(5-benzyloxy-2-bromo-4-methylphenyl)-2-benzyloxy-carbonylaminoacrylic acid methyl ester), C(C)(=O)[O-].[Cs+] (cesium acetate), N (ammonia). Reagents/catalysts: [Cu]I (copper (I) iodide). Solvent: CS(=O)C (dimethylsulfoxide). Conditions: temperature 90 celsius, time 5 hour. Yields the product COC(=O)C=1NC2=CC(=C(C=C2C1)OCC1=CC=CC=C1)C (5-Benzyloxy-6-methyl-1H-indole-2-carboxylic acid methyl ester). As a reaction SMILES: [CH3:1][O:2][C:3](=[O:33])/[C:4](/OCC1C=CC=CC=1)=[C:5](/N=C=O)\[C:6]1[CH:11]=[C:10]([O:12][CH2:13][C:14]2[CH:19]=[CH:18][CH:17]=[CH:16][CH:15]=2)[C:9]([CH3:20])=[CH:8][C:7]=1Br.C([O-])(=O)C.[Cs+].[NH3:39]>CS(C)=O.[Cu]I>[CH3:1][O:2][C:3]([C:4]1[NH:39][C:7]2[C:6]([CH:5]=1)=[CH:11][C:10]([O:12][CH2:13][C:14]1[CH:19]=[CH:18][CH:17]=[CH:16][CH:15]=1)=[C:9]([CH3:20])[CH:8]=2)=[O:33] |f:1.2|. Reported procedure: To a solution of (Z)-3-(5-benzyloxy-2-bromo-4-methylphenyl)-2-benzyloxy-carbonylaminoacrylic acid methyl ester (0.2 g) and copper (I) iodide (0.075 g) in dimethylsulfoxide (8 mL) was added cesium acetate (0.38 g) at room temperature and this mixture was stirred under argon atmosphere at 90° C. for 5 hours. To this reaction mixture was added aqueous ammonia solution (28%) and the precipitated solid was collected by filtration, and washed with water, dried under reduced pressure to give the title ... Starting materials: solid, OC1=C(C(=O)O)C=CC(=C1)OCCON=C(C)C1=CC=CC=C1 (2-hydroxy-4-[2-({[1-phenylethylidene]amino}oxy)ethoxy]benzoic acid), C1(=CC=C(C=C1)C(=O)Cl)C1=CC=CC=C1 (biphenyl-4-carbonyl chloride). Yields the product C1(=CC=C(C=C1)C(=O)OC1=C(C(=O)O)C=CC(=C1)OCCO/N=C(\C)/C1=CC=CC=C1)C1=CC=CC=C1 (2-[([1,1′-Biphenyl]-4-ylcarbonyl)oxy]-4-[2-({[(E)-1-phenylethylidene]amino}oxy)ethoxy]benzoic Acid). RXN SMILES: [OH:1][C:2]1[CH:10]=[C:9]([O:11][CH2:12][CH2:13][O:14][N:15]=[C:16]([C:18]2[CH:23]=[CH:22][CH:21]=[CH:20][CH:19]=2)[CH3:17])[CH:8]=[CH:7][C:3]=1[C:4]([OH:6])=[O:5].[C:24]1([C:33]2[CH:38]=[CH:37][CH:36]=[CH:35][CH:34]=2)[CH:29]=[CH:28][C:27]([C:30](Cl)=[O:31])=[CH:26][CH:25]=1>>[C:24]1([C:33]2[CH:34]=[CH:35][CH:36]=[CH:37][CH:38]=2)[CH:25]=[CH:26][C:27]([C:30]([O:1][C:2]2[CH:10]=[C:9]([O:11][CH2:12][CH2:13][O:14]/[N:15]=[C:16](/[C:18]3[CH:19]=[CH:20][CH:21]=[CH:22][CH:23]=3)\[CH3:17])[CH:8]=[CH:7][C:3]=2[C:4]([OH:6])=[O:5])=[O:31])=[CH:28][CH:29]=1. Reported procedure: The title compound was prepared as a white solid (0.076 g, 40%) from 2-hydroxy-4-[2-({[1-phenylethylidene]amino}oxy)ethoxy]benzoic acid and biphenyl-4-carbonyl chloride using a procedure similar to example 8. mp=157.5-159.1° C.; mass spectrum (+EI, M+) m/z 495. 1H NMR (400 MHz, DMSO-d6); δ 12.67 (s, 1H), 8.14 (d, 2H), 7.93 (d, 1H), 7.88 (d, 1H), 7.78 (d, 2H), 7.65 (dd, 2H), 7.52 (dd, 2H), 7.45 (dd, 1H), 7.38 (s, 1H), 7.36 (d, 2H), 7.04 (dd, 1H), 7.02 (s, 1H), 4.47(t, 2H), 4.40 (t, 2H), 2.17 (s, ...